Dataset: the Open Reaction Database (ORD), a public repository of structured organic reaction records. Task: describe an organic reaction: reactants, conditions, products, and yield Reactants: C(C)(C)(C)OC(=O)N1CCC(CC1)N(C1(CC1)C1CN(CC1)C1=C(C=C2C(C(=CN(C2=C1OC)C1CC1)C(=O)O)=O)F)C (7-(3-{1-[(1-tert-butoxycarbonyl-piperidin-4-yl)-methyl-amino]-cyclopropyl}-pyrrolidin-1-yl)-1-cyclopropyl-6-fluoro-8-methoxy-4-oxo-1,4-dihydro-quinoline-3-carboxylic acid), FC(C(=O)O)(F)F (trifluoroacetic acid). Solvent: ClC(C)Cl (dichloroethane). Run at time 1 hour. Product: C1(CC1)N1C=C(C(C2=CC(=C(C(=C12)OC)N1CC(CC1)C1(CC1)N(C1CCNCC1)C)F)=O)C(=O)O (1-Cyclopropyl-6-fluoro-8-methoxy-7-{3-[1-(methyl-piperidin-4-yl-amino)-cyclopropyl]-pyrrolidin-1-yl}-4-oxo-1,4-dihydro-quinoline-3-carboxylic acid). Yield: 100.0%. Reaction SMILES: C(OC([N:8]1[CH2:13][CH2:12][CH:11]([N:14]([CH3:43])[C:15]2([CH:18]3[CH2:22][CH2:21][N:20]([C:23]4[C:32]([O:33][CH3:34])=[C:31]5[C:26]([C:27](=[O:41])[C:28]([C:38]([OH:40])=[O:39])=[CH:29][N:30]5[CH:35]5[CH2:37][CH2:36]5)=[CH:25][C:24]=4[F:42])[CH2:19]3)[CH2:17][CH2:16]2)[CH2:10][CH2:9]1)=O)(C)(C)C.FC(F)(F)C(O)=O>ClC(Cl)C>[CH:35]1([N:30]2[C:31]3[C:26](=[CH:25][C:24]([F:42])=[C:23]([N:20]4[CH2:21][CH2:22][CH:18]([C:15]5([N:14]([CH3:43])[CH:11]6[CH2:10][CH2:9][NH:8][CH2:13][CH2:12]6)[CH2:17][CH2:16]5)[CH2:19]4)[C:32]=3[O:33][CH3:34])[C:27](=[O:41])[C:28]([C:38]([OH:40])=[O:39])=[CH:29]2)[CH2:37][CH2:36]1. Procedure details: To a stirred solution of 7-(3-{1-[(1-tert-butoxycarbonyl-piperidin-4-yl)-methyl-amino]-cyclopropyl}-pyrrolidin-1-yl)-1-cyclopropyl-6-fluoro-8-methoxy-4-oxo-1,4-dihydro-quinoline-3-carboxylic acid in dichloroethane (2.0 mL) was added trifluoroacetic acid (1.0 mL, ˜13 mmol) at 0° C. during a period of 5-6 minutes. The resulting solution was stirred at room temperature for one hour. The solvent was removed to yield yellow oil, which was partitioned between CH2Cl2 and sat. aq NaHCO3. The separated a... Starting materials: [BH3-]C#N, [CH3], O=Cc1ccc(OCc2ccc(Cl)cc2)cc1O, Cl, [Na+], C1CCOC1, O. Product: Cc1ccc(OCc2ccc(Cl)cc2)cc1O. RXN SMILES: [C:19]([BH3-:20])#[N:21].[CH3:23].[Cl:1][c:2]1[cH:3][cH:4][c:5]([CH2:6][O:7][c:8]2[cH:9][c:10]([OH:16])[c:11]([CH:12]=[O:13])[cH:14][cH:15]2)[cH:17][cH:18]1.[ClH:24].[Na+:22].[O:25]1[CH2:26][CH2:27][CH2:28][CH2:29]1.[OH2:30]>>[Cl:1][c:2]1[cH:3][cH:4][c:5]([CH2:6][O:7][c:8]2[cH:9][c:10]([OH:16])[c:11]([CH3:12])[cH:14][cH:15]2)[cH:17][cH:18]1. Reactants: NC=1C=C2CC(CC2=CC1)CN1CCC(CC1)N1C(=NC2=C1C=CC(=C2)C)C(C)(C)O (2-{1-[1-(5-amino-indan-2-ylmethyl)-piperidin-4-yl]-5-methyl-1H-benzoimidazol-2-yl}-propan-2-ol), C(C)(C)N(C(C)C)CC (N,N-diisopropylethylamine), ClC(=O)OC (methyl chloroformate). Run in C1CCOC1 (THF). Reaction conditions: time 8 hour. The product is COC(NC=1C=C2CC(CC2=CC1)CN1CCC(CC1)N1C(=NC2=C1C=CC(=C2)C)C(C)(C)O)=O ((2-{4-[2-(1-hydroxy-1-methyl-ethyl)-5-methyl-benzoimidazol-1-yl]-piperidin-1-ylmethyl}-indan-5-yl)-carbamic acid methyl ester). Yield: 43.7%. As a reaction SMILES: [NH2:1][C:2]1[CH:3]=[C:4]2[C:8](=[CH:9][CH:10]=1)[CH2:7][CH:6]([CH2:11][N:12]1[CH2:17][CH2:16][CH:15]([N:18]3[C:22]4[CH:23]=[CH:24][C:25]([CH3:27])=[CH:26][C:21]=4[N:20]=[C:19]3[C:28]([OH:31])([CH3:30])[CH3:29])[CH2:14][CH2:13]1)[CH2:5]2.C(N(CC)C(C)C)(C)C.Cl[C:42]([O:44][CH3:45])=[O:43]>C1COCC1>[CH3:45][O:44][C:42](=[O:43])[NH:1][C:2]1[CH:3]=[C:4]2[C:8](=[CH:9][CH:10]=1)[CH2:7][CH:6]([CH2:11][N:12]1[CH2:13][CH2:14][CH:15]([N:18]3[C:22]4[CH:23]=[CH:24][C:25]([CH3:27])=[CH:26][C:21]=4[N:20]=[C:19]3[C:28]([OH:31])([CH3:29])[CH3:30])[CH2:16][CH2:17]1)[CH2:5]2. Reported procedure: To a solution of 2-{1-[1-(5-amino-indan-2-ylmethyl)-piperidin-4-yl]-5-methyl-1H-benzoimidazol-2-yl}-propan-2-ol (36 mg, 0.096 mmol), N,N-diisopropylethylamine (37 mg, 0.29 mmol) in THF (3 mL) was added methyl chloroformate (9 mg, 0.11 mmol). After stirring overnight, the reaction mixture was quenched with silica-supported diamine-3 (95 mg, Silicycle) to scavenge the excessive amount of methyl chloroformate. The mixture was filtered and concentrated in vacuo, and the residue was purified by flash... Reactants: BrC=1SC=2CC3=C(C2C1)N(N=C3C3=CC=C(C=C3)OC)COCC[Si](C)(C)C (2-Bromo-6-(4-methoxy-phenyl)-4-(2-trimethylsilanyl-ethoxymethyl)-4,7-dihydro-1-thia-4,5-diaza-cyclopenta[a]pentalene), O1C=C(C=C1)B(O)O (Furan-3-boronic acid), C(=O)([O-])[O-].[Na+].[Na+] (Na2CO3). Reagents/catalysts: Cl[Pd]([P](C1=CC=CC=C1)(C2=CC=CC=C2)C3=CC=CC=C3)([P](C4=CC=CC=C4)(C5=CC=CC=C5)C6=CC=CC=C6)Cl (Pd(PPh3)2Cl2). The solvent is C1(=CC=CC=C1)C.C(C)O (toluene ethanol). Reaction conditions: temperature 100 celsius. Yields the product O1C=C(C=C1)C=1SC=2CC3=C(C2C1)N(N=C3C3=CC=C(C=C3)OC)COCC[Si](C)(C)C (2-Furan-3-yl-6-(4-methoxy-phenyl)-4-(2-trimethylsilanyl-ethoxymethyl)-4,7-dihydro-1-thia-4,5-diaza-cyclopenta[a]pentalene). Isolated yield 67.0%. As a reaction SMILES: Br[C:2]1[S:3][C:4]2[CH2:5][C:6]3[C:12]([C:13]4[CH:18]=[CH:17][C:16]([O:19][CH3:20])=[CH:15][CH:14]=4)=[N:11][N:10]([CH2:21][O:22][CH2:23][CH2:24][Si:25]([CH3:28])([CH3:27])[CH3:26])[C:7]=3[C:8]=2[CH:9]=1.[O:29]1[CH:33]=[CH:32][C:31](B(O)O)=[CH:30]1.C([O-])([O-])=O.[Na+].[Na+]>C1(C)C=CC=CC=1.C(O)C.Cl[Pd](Cl)([P](C1C=CC=CC=1)(C1C=CC=CC=1)C1C=CC=CC=1)[P](C1C=CC=CC=1)(C1C=CC=CC=1)C1C=CC=CC=1>[O:29]1[CH:33]=[CH:32][C:31]([C:2]2[S:3][C:4]3[CH2:5][C:6]4[C:12]([C:13]5[CH:14]=[CH:15][C:16]([O:19][CH3:20])=[CH:17][CH:18]=5)=[N:11][N:10]([CH2:21][O:22][CH2:23][CH2:24][Si:25]([CH3:28])([CH3:26])[CH3:27])[C:7]=4[C:8]=3[CH:9]=2)=[CH:30]1 |f:2.3.4,5.6,^1:55,74|. Procedure: A mixture of the corresponding 2-Bromo-6-(4-methoxy-phenyl)-4-(2-trimethylsilanyl-ethoxymethyl)-4,7-dihydro-1-thia-4,5-diaza-cyclopenta[a]pentalene (0.8 g, 1.7 mmol), Furan-3-boronic acid (0.28 g, 2.5 mmol), Na2CO3 (2 M, 3.9 mL), and Pd(PPh3)2Cl2 (15 mg, 0.13 mmol) in toluene/ethanol (1:1, 12 mL) was heated at 100° C. for 8 hr. The solution was cooled to room temperature and extracted with ethyl acetate. The target product was purified by gravity column chromatography (20% EtOAc in hexane) to gi... Starting materials: NC1=C2NC(N(C2=NC(=N1)OCCCC)CCCCN(S(=O)(=O)C=1C=C(C=CC1)CC(=O)OC)CCN1CCCC1)=O (Methyl (3-{[[4-(6-amino-2-butoxy-8-oxo-7,8-dihydro-9H-purin-9-yl)butyl](2-pyrrolidin-1-ylethyl)amino]sulfonyl}phenyl)acetate), [OH-].[Li+] (lithium hydroxide), O1CCCC1 (tetrahydrofuran). Run in O (water). Product: NC1=C2NC(N(C2=NC(=N1)OCCCC)CCCCN(S(=O)(=O)C=1C=C(C=CC1)CC(=O)O)CCN1CCCC1)=O ((3-{[[4-(6-Amino-2-butoxy-8-oxo-7,8-dihydro-9H-purin-9-yl)butyl](2-pyrrolidin-1-ylethyl)amino]sulfonyl}phenyl)acetic acid). RXN SMILES: [NH2:1][C:2]1[N:10]=[C:9]([O:11][CH2:12][CH2:13][CH2:14][CH3:15])[N:8]=[C:7]2[C:3]=1[NH:4][C:5](=[O:42])[N:6]2[CH2:16][CH2:17][CH2:18][CH2:19][N:20]([CH2:35][CH2:36][N:37]1[CH2:41][CH2:40][CH2:39][CH2:38]1)[S:21]([C:24]1[CH:25]=[C:26]([CH2:30][C:31]([O:33]C)=[O:32])[CH:27]=[CH:28][CH:29]=1)(=[O:23])=[O:22].[OH-].[Li+].O1CCCC1>O>[NH2:1][C:2]1[N:10]=[C:9]([O:11][CH2:12][CH2:13][CH2:14][CH3:15])[N:8]=[C:7]2[C:3]=1[NH:4][C:5](=[O:42])[N:6]2[CH2:16][CH2:17][CH2:18][CH2:19][N:20]([CH2:35][CH2:36][N:37]1[CH2:41][CH2:40][CH2:39][CH2:38]1)[S:21]([C:24]1[CH:25]=[C:26]([CH2:30][C:31]([OH:33])=[O:32])[CH:27]=[CH:28][CH:29]=1)(=[O:22])=[O:23] |f:1.2|. Procedure: The compound obtained in Example 2-13 (70 mg) and lithium hydroxide (20 mg) were added to tetrahydrofuran (4 ml) and water (2 ml) and by the same manner to Example 2-12, the titled compound was obtained as a white solid. Yield: 35 mg (51%); mp 192-193° C., MS APCI−ve 588 (M−H). The reactants are CC(C(=O)OCC)C(=O)C (ethyl 2-methylacetoacetate), [OH-].[K+] (potassium hydroxide), C(C)(=O)[O-].[Na+] (sodium acetate), ClC=1C=C(N)C=CC1F (3-chloro-4-fluoroaniline), Cl (hydrochloric acid), N(=O)[O-].[Na+] (sodium nitrite), resultant mixture. The solvent is C(C)O (ethyl alcohol), O (H2O), O (H2O). Reaction conditions: temperature 0 celsius, time 25 minute. Yields the product ClC=1C=C(C=CC1F)NNC(C(=O)OCC)C (ethyl 2-(3-chloro-4-fluoro-phenylhydrazino)propionate). The yield is 34.4%. Reaction SMILES: [Cl:1][C:2]1[CH:3]=[C:4]([CH:6]=[CH:7][C:8]=1[F:9])[NH2:5].Cl.[N:11]([O-])=O.[Na+].[CH3:15][CH:16](C(C)=O)[C:17]([O:19][CH2:20][CH3:21])=[O:18].[OH-].[K+].C([O-])(=O)C.[Na+]>O.C(O)C>[Cl:1][C:2]1[CH:3]=[C:4]([NH:5][NH:11][CH:16]([CH3:15])[C:17]([O:19][CH2:20][CH3:21])=[O:18])[CH:6]=[CH:7][C:8]=1[F:9] |f:2.3,5.6,7.8|. Procedure: A mixture of 3-chloro-4-fluoroaniline (10.0 g) in a 6 N aqueous hydrochloric acid solution (35 ml) was cooled to 0° C., and thereto was added dropwise a solution of sodium nitrite (4.80 g) in H2O (6.3 ml). After being stirred at same temperature for 25 minutes, the mixture was added to a solution of ethyl 2-methylacetoacetate (11.0 g), potassium hydroxide (21.2 g) and sodium acetate (21.2 g) in ethyl alcohol (80 ml)-H2O (100 ml) in one portion at 0° C. The resultant mixture was stirred at same t... Starting materials: N1=C(N=CC=C1)N1CCN(CC1)CCCCNS(=O)(=O)C1=C(C=CC=C1)[N+](=O)[O-] (N-(4-(4-(2-pyrimidinyl)-1-piperazinyl)butyl)-2-nitrobenzenesulphonamide), O.NN (hydrazine hydrate). Reagents/catalysts: [Pd] (Pd-C). Run in CO (MeOH), CO (MeOH). Run at time 30 minute. The product is N1=C(N=CC=C1)N1CCN(CC1)CCCCNS(=O)(=O)C1=C(C=CC=C1)N (N-(4-(4-(2-pyrimidinyl)-1-piperazinyl)butyl)-2-aminobenzenesulphonamide). Reaction SMILES: [N:1]1[CH:6]=[CH:5][CH:4]=[N:3][C:2]=1[N:7]1[CH2:12][CH2:11][N:10]([CH2:13][CH2:14][CH2:15][CH2:16][NH:17][S:18]([C:21]2[CH:26]=[CH:25][CH:24]=[CH:23][C:22]=2[N+:27]([O-])=O)(=[O:20])=[O:19])[CH2:9][CH2:8]1.O.NN>CO.[Pd]>[N:1]1[CH:6]=[CH:5][CH:4]=[N:3][C:2]=1[N:7]1[CH2:8][CH2:9][N:10]([CH2:13][CH2:14][CH2:15][CH2:16][NH:17][S:18]([C:21]2[CH:26]=[CH:25][CH:24]=[CH:23][C:22]=2[NH2:27])(=[O:20])=[O:19])[CH2:11][CH2:12]1 |f:1.2|. Procedure details: 0.06 mol of N-(4-(4-(2-pyrimidinyl)-1-piperazinyl)butyl)-2-nitrobenzenesulphonamide is dissolved in 500 ml of MeOH, 2.4 g of 5% Pd-C are added, the mixture is heated to boiling and 0.17 mol of hydrazine hydrate in 50 ml of MeOH is added dropwise within 15 minutes. After boiling for a further 30 minutes, the mixture is filtered, the filtrate is evaporated, the residue is taken up in diethyl ether, washed with water, evaporated again and crystallised from isorpopanol/isopropyl ether.